The task is: describe an organic reaction: reactants, conditions, products, and yield. This data is from the Open Reaction Database (ORD), a public repository of structured organic reaction records. Starting materials: OCCO, O=CCCc1ccc2oc(Cc3ccc4ccccc4c3)nc2c1, c1ccccc1. The product is c1ccc2cc(Cc3nc4cc(CCC5OCCO5)ccc4o3)ccc2c1. Reaction SMILES: [OH:25][CH2:26][CH2:27][OH:28].[cH:1]1[c:2]([CH2:11][c:12]2[o:13][c:14]3[c:15]([n:16]2)[cH:17][c:18]([CH2:21][CH2:22][CH:23]=[O:24])[cH:19][cH:20]3)[cH:3][cH:4][c:5]2[cH:6][cH:7][cH:8][cH:9][c:10]12.[cH:29]1[cH:30][cH:31][cH:32][cH:33][cH:34]1>>[cH:1]1[c:2]([CH2:11][c:12]2[o:13][c:14]3[c:15]([n:16]2)[cH:17][c:18]([CH2:21][CH2:22][CH:23]2[O:24][CH2:27][CH2:26][O:25]2)[cH:19][cH:20]3)[cH:3][cH:4][c:5]2[cH:6][cH:7][cH:8][cH:9][c:10]12. Starting materials: CC(=O)OC=O, CN(C)C=O, ClC(Cl)Cl, O=[N+]([O-])C=C1NCCCN1Cc1ccc(Cl)cc1, [H-], [Na+]. Product: O=CN1CCCN(Cc2ccc(Cl)cc2)C1=C[N+](=O)[O-]. RXN SMILES: [C:21]([O:22][CH:24]=[O:25])(=[O:23])[CH3:26].[CH3:31][N:32]([CH3:33])[CH:34]=[O:35].[CH:27]([Cl:28])([Cl:29])[Cl:30].[Cl:1][c:2]1[cH:3][cH:4][c:5]([CH2:6][N:7]2[C:8](=[CH:13][N+:14](=[O:15])[O-:16])[NH:9][CH2:10][CH2:11][CH2:12]2)[cH:17][cH:18]1.[H-:19].[Na+:20]>>[Cl:1][c:2]1[cH:3][cH:4][c:5]([CH2:6][N:7]2[C:8](=[CH:13][N+:14](=[O:15])[O-:16])[N:9]([CH:21]=[O:23])[CH2:10][CH2:11][CH2:12]2)[cH:17][cH:18]1. Starting materials: CS(=O)(=O)CC=1C=C2C=C(NC2=CC1)[Si](C)(C)C (5-[(Methylsulfonyl)methyl]-2-(trimethylsilyl)-1H-indole), FC(C(=O)O)(F)F (Trifluoroacetic acid). The solvent is C(Cl)Cl (CH2Cl2). Reaction conditions: time 2 hour. The product is CS(=O)(=O)CC=1C=C2C=CNC2=CC1 (5-[(Methylsulfonyl)methyl]-1H-indole). Isolated yield 51.0%. As a reaction SMILES: [CH3:1][S:2]([CH2:5][C:6]1[CH:7]=[C:8]2[C:12](=[CH:13][CH:14]=1)[NH:11][C:10]([Si](C)(C)C)=[CH:9]2)(=[O:4])=[O:3].FC(F)(F)C(O)=O>C(Cl)Cl>[CH3:1][S:2]([CH2:5][C:6]1[CH:7]=[C:8]2[C:12](=[CH:13][CH:14]=1)[NH:11][CH:10]=[CH:9]2)(=[O:4])=[O:3]. Reported procedure: 5-[(Methylsulfonyl)methyl]-2-(trimethylsilyl)-1H-indole (2) (1.5 g, 0.00534 mol) was dissolved in CH2Cl2 (70 mL). Trifluoroacetic acid (2 mL) was added and the mixture was stirred at RT for 2 h. The solvent was concentrated in vacuo and the residue was dissolved in EtOAc and extracted with sat. NaHCO3 and then with brine. The organic phase was dried over MgSO4, filtered and evaporate in vacuo. Silica gel chromatography (50-100% EtOAc gradient in hexane) of the concentrate gave the product 0.57 g... Reactants: FC(C(F)(F)F)(F)P(O)(=O)C(C(F)(F)F)(F)F (bis(pentafluoroethyl)phosphinic acid), CN(C)C(Cl)(Cl)N(C)C (bis(dimethylamino)dichloromethane). Product: FC(C(F)(F)F)(F)P([O-])(=O)C(C(F)(F)F)(F)F.CN(C)[C+](Cl)N(C)C (Bis(dimethylamino)chlorocarbenium bis(pentafluoroethyl)phosphinate). RXN SMILES: [F:1][C:2]([P:8]([C:11]([F:17])([F:16])[C:12]([F:15])([F:14])[F:13])(=[O:10])[OH:9])([F:7])[C:3]([F:6])([F:5])[F:4].[CH3:18][N:19]([C:21]([N:24]([CH3:26])[CH3:25])(Cl)[Cl:22])[CH3:20]>>[F:7][C:2]([P:8]([C:11]([F:16])([F:17])[C:12]([F:15])([F:14])[F:13])(=[O:9])[O-:10])([F:1])[C:3]([F:6])([F:5])[F:4].[CH3:18][N:19]([C+:21]([N:24]([CH3:26])[CH3:25])[Cl:22])[CH3:20] |f:2.3|. Procedure details: 5.88 g (19.47 mmol) of bis(pentafluoroethyl)phosphinic acid are added to 3.33 g (19.47 mmol) of bis(dimethylamino)dichloromethane. The hydrogen chloride formed is removed in a stream of nitrogen. The reaction mixture is stirred at room temperature for 30 minutes, and the residue is dried under reduced pressure at 7 Pa and an oil-bath temperature of 60° C. over the course of 3 hours, giving 8.48 g of bis(dimethylamino)chlorocarbenium bis(pentafluoroethyl)phosphinate as a liquid, corresponding to ... The reactants are CC1=CN=C2N1C(=CN=C2NC2=CC=C(C=C2)N2CCOCC2)C=2C=NNC2 ([3-Methyl-5-(1H-pyrazol-4-yl)imidazo[1,2-a]pyrazin-8-yl]-(4-morpholin-4yl-phenyl)amine), C(CCC)=O (butanal). Yields the product C(C)C1=CN=C2N1C(=CN=C2NC2=CC=C(C=C2)N2CCOCC2)C=2C=NNC2 ([3-Ethyl-5-(1H-pyrazol-4-yl)imidazo[1,2-a]pyrazin-8-yl]-(4-morpholin-4-yl-phenyl)amine). As a reaction SMILES: [CH3:1][C:2]1[N:6]2[C:7]([C:24]3[CH:25]=[N:26][NH:27][CH:28]=3)=[CH:8][N:9]=[C:10]([NH:11][C:12]3[CH:17]=[CH:16][C:15]([N:18]4[CH2:23][CH2:22][O:21][CH2:20][CH2:19]4)=[CH:14][CH:13]=3)[C:5]2=[N:4][CH:3]=1.[CH:29](=O)CCC>>[CH2:1]([C:2]1[N:6]2[C:7]([C:24]3[CH:25]=[N:26][NH:27][CH:28]=3)=[CH:8][N:9]=[C:10]([NH:11][C:12]3[CH:17]=[CH:16][C:15]([N:18]4[CH2:23][CH2:22][O:21][CH2:20][CH2:19]4)=[CH:14][CH:13]=3)[C:5]2=[N:4][CH:3]=1)[CH3:29]. Reported procedure: This compound may be prepared using the methods described for Compound 131, using butanal in step 1. LCMS: Rt=0.94 min (100%), m/z (ESI) 390 (M+H)+.